This data is from the Open Reaction Database (ORD), a public repository of structured organic reaction records. The task is: describe an organic reaction: reactants, conditions, products, and yield The reactants are FC=1C=CC(=C(C1)C)[N+](=O)[O-] (5-fluoro-2-nitrotoluene), N1C(CCC1)CO (2-pyrrolidine methanol), C([O-])([O-])=O.[K+].[K+] (potassium carbonate), CN(C=O)C (dimethylformamide). The solvent is O (water). Reaction conditions: temperature 100 celsius, time 2 hour. Product: OCC1N(CCC1)C1=CC(=C(C=C1)[N+](=O)[O-])C (2-hydroxymethyl-N-(3-methyl-4-nitrophenyl)pyrrolidine). The yield is 85.4%. As a reaction SMILES: F[C:2]1[CH:3]=[CH:4][C:5]([N+:9]([O-:11])=[O:10])=[C:6]([CH3:8])[CH:7]=1.[NH:12]1[CH2:16][CH2:15][CH2:14][CH:13]1[CH2:17][OH:18].C(=O)([O-])[O-].[K+].[K+].CN(C)C=O>O>[OH:18][CH2:17][CH:13]1[CH2:14][CH2:15][CH2:16][N:12]1[C:2]1[CH:3]=[CH:4][C:5]([N+:9]([O-:11])=[O:10])=[C:6]([CH3:8])[CH:7]=1 |f:2.3.4|. Reported procedure: 20 g of 5-fluoro-2-nitrotoluene, 14.3 g of 2-pyrrolidine methanol and 20 g of potassium carbonate were added to 100 ml of dimethylformamide. They were stirred at 100° C. for 2 h. After leaving to cool, the reaction mixture was poured into water. After extraction with ethyl acetate, the extract was washed with water, concentrated and recrystallized from acetonitrile to obtain 26 g of 2-hydroxymethyl-N-(3-methyl-4-nitrophenyl)pyrrolidine (d) as yellow crystals. Reactants: C1CCOC1, CSc1nc(-c2ccccc2F)c2ccc(=O)[nH]c2n1, [H-], CI, [Na+]. Product: CSc1nc(-c2ccccc2F)c2ccc(=O)n(C)c2n1. RXN SMILES: [CH2:25]1[O:26][CH2:27][CH2:28][CH2:29]1.[F:1][c:2]1[c:3](-[c:8]2[c:9]3[c:10]([n:11][c:12]([S:14][CH3:15])[n:13]2)[nH:16][c:17](=[O:20])[cH:18][cH:19]3)[cH:4][cH:5][cH:6][cH:7]1.[H-:22].[I:23][CH3:24].[Na+:21]>>[F:1][c:2]1[c:3](-[c:8]2[c:9]3[c:10]([n:11][c:12]([S:14][CH3:15])[n:13]2)[n:16]([CH3:24])[c:17](=[O:20])[cH:18][cH:19]3)[cH:4][cH:5][cH:6][cH:7]1. Starting materials: C(C)OC([C@@H](N)CS)=O (L-cysteine ethyl ester), C(C=1C(O)=CC=CC1)=O (salicylaldehyde). The product is C(=O)(OCC)[C@H]1NC(SC1)C1=C(C=CC=C1)O ((4R)-4-Carboethoxy-2-(2-hydroxyphenyl)thiazolidine). Reaction SMILES: [CH2:1]([O:3][C:4](=[O:9])[C@H:5]([CH2:7][SH:8])[NH2:6])[CH3:2].[CH:10](=O)[C:11]1[C:12](=[CH:14][CH:15]=[CH:16][CH:17]=1)[OH:13]>>[C:4]([C@@H:5]1[CH2:7][S:8][CH:10]([C:11]2[CH:17]=[CH:16][CH:15]=[CH:14][C:12]=2[OH:13])[NH:6]1)([O:3][CH2:1][CH3:2])=[O:9]. Reported procedure: The procedure of M. Schubert (J. Biol. Chem., 114, 341 (1936)) was used to prepare 57 starting from L-cysteine ethyl ester and salicylaldehyde. Purification by silica gel chromatography afforded 57 as a thick oil. TLC (silica gel; 3:1 cyclohexane-EtOAc) showed a mixture of 2 isomers, Rf=0.4, 0.5. IR (film): 3300 (sharp), 3000, 1740, 1430 cm-1. NMR (CCl4): 1.28 (3H, t, J=7); 2.9-3.5 (2H, m); 3.8-4.4 (3H, m); 5.50, 5.80 (1H, 2x broad s); 6.5-7.3 (4H, m). The reactants are CCOC(=O)CC1C(=O)c2ccc(OC)cc2Cc2ccccc21, CC(=O)O. Product: CCOC(=O)CC1Cc2ccc(OC)cc2Cc2ccccc21. Reaction SMILES: [CH3:1][O:2][c:3]1[cH:4][cH:5][c:6]2[c:7]([cH:24]1)[CH2:8][c:9]1[c:10]([cH:20][cH:21][cH:22][cH:23]1)[CH:11]([CH2:14][C:15](=[O:16])[O:17][CH2:18][CH3:19])[C:12]2=[O:13].[CH3:25][C:26](=[O:27])[OH:28]>>[CH3:1][O:2][c:3]1[cH:4][cH:5][c:6]2[c:7]([cH:24]1)[CH2:8][c:9]1[c:10]([cH:20][cH:21][cH:22][cH:23]1)[CH:11]([CH2:14][C:15](=[O:16])[O:17][CH2:18][CH3:19])[CH2:12]2. The reactants are Br, CC(=O)O, COc1ccc(-c2ccc(C(=O)O)cc2)cc1F, O. The product is O=C(O)c1ccc(-c2ccc(O)c(F)c2)cc1. As a reaction SMILES: [BrH:23].[CH3:19][C:20](=[O:21])[OH:22].[F:1][c:2]1[cH:3][c:4](-[c:10]2[cH:11][cH:12][c:13]([C:16](=[O:17])[OH:18])[cH:14][cH:15]2)[cH:5][cH:6][c:7]1[O:8][CH3:9].[OH2:24]>>[F:1][c:2]1[cH:3][c:4](-[c:10]2[cH:11][cH:12][c:13]([C:16](=[O:17])[OH:18])[cH:14][cH:15]2)[cH:5][cH:6][c:7]1[OH:8]. The reactants are CCOCC, [Cl-], [Mg+]Cc1ccc(Cl)cc1. Yields the product ClCc1ccc(Cl)cc1, [Mg]. RXN SMILES: [CH3:11][CH2:12][O:13][CH2:14][CH3:15].[Cl-:1].[Cl:2][c:3]1[cH:4][cH:5][c:6]([CH2:7][Mg+:8])[cH:9][cH:10]1>>[Cl:1][CH2:7][c:6]1[cH:5][cH:4][c:3]([Cl:2])[cH:10][cH:9]1.[Mg:8]. The reactants are FC1=CC=C(C=C1)[C@]1(CCN(C(O1)=O)[C@@H](C)C1=CC=C(C=C1)C1=CC(=NC=C1)C)C ((R)-6-(4-fluorophenyl)-6-methyl-3-((S)-1-(4-(2-methylpyridin-4-yl)phenyl)ethyl)-1,3-oxazinan-2-one), BrC1=CC=C(C=C1)[C@H](C)N1C(O[C@@](CC1)(C)C1=CC=C(C=C1)F)=O ((R)-3-((S)-1-(4-bromophenyl)ethyl)-6-(4-fluorophenyl)-6-methyl-1,3-oxazinan-2-one), CC1=NC=CC(=C1)B(O)O (2-methylpyridine-4-boronic acid). Yields the product FC1=CC=C(C=C1)C1(CCN(C(O1)=O)[C@@H](C)C1=CC=C(C=C1)C1=CC(=NC=C1)C)C (6-(4-fluorophenyl)-6-methyl-3-((S)-1-(4-(2-methylpyridin-4-yl)phenyl)ethyl)-1,3-oxazinan-2-one). As a reaction SMILES: [F:1][C:2]1[CH:7]=[CH:6][C:5]([C@:8]2([CH3:30])[O:13][C:12](=[O:14])[N:11]([C@H:15]([C:17]3[CH:22]=[CH:21][C:20]([C:23]4[CH:28]=[CH:27][N:26]=[C:25]([CH3:29])[CH:24]=4)=[CH:19][CH:18]=3)[CH3:16])[CH2:10][CH2:9]2)=[CH:4][CH:3]=1.BrC1C=CC([C@@H](N2CC[C@@](C3C=CC(F)=CC=3)(C)OC2=O)C)=CC=1.CC1C=C(B(O)O)C=CN=1>>[F:1][C:2]1[CH:7]=[CH:6][C:5]([C:8]2([CH3:30])[O:13][C:12](=[O:14])[N:11]([C@H:15]([C:17]3[CH:22]=[CH:21][C:20]([C:23]4[CH:28]=[CH:27][N:26]=[C:25]([CH3:29])[CH:24]=4)=[CH:19][CH:18]=3)[CH3:16])[CH2:10][CH2:9]2)=[CH:4][CH:3]=1. Procedure details: Isomer 2 of the title compound, (R)-6-(4-fluorophenyl)-6-methyl-3-((S)-1-(4-(2-methylpyridin-4-yl)phenyl)ethyl)-1,3-oxazinan-2-one, was prepared from (R)-3-((S)-1-(4-bromophenyl)ethyl)-6-(4-fluorophenyl)-6-methyl-1,3-oxazinan-2-one and 2-methylpyridine-4-boronic acid following a procedure analogous to that described in Example 14. LC-MS Method 1 tR=1.18, m/z=405 (M+1); 1H NMR (CDCl3) 8.83 (s, 1H), 7.72 (s, 1H), 7.66 (s, 1H), 7.48 (d, 2H, J=7.3 Hz), 7.32 (br m, 2H), 7.16 (d, 2H, J=6.7), 7.04 (t, ... Reactants: [Na+].[Na+].[Na+].NC=1C=C(C=C2C=C(C=C(C12)S(=O)(=O)[O-])S(=O)(=O)[O-])S(=O)(=O)[O-] (8-amino-1,3,6-naphthalenetrisulfonic acid trisodium salt), Cl (hydrochloric acid), C (charcoal), C(=S)(Cl)Cl (thiophosgene). Solvent: O (water). Conditions: time 2.5 hour. The product is [Na+].[Na+].[Na+].N(=C=S)C=1C=C(C=C2C=C(C=C(C12)S(=O)(=O)[O-])S(=O)(=O)[O-])S(=O)(=O)[O-] (8-isothiocyanato-1,3,6-naphthalenetrisulfonic acid trisodium salt). Yield: 129.8%. Reaction SMILES: [Na+:1].[Na+].[Na+].[NH2:4][C:5]1[CH:6]=[C:7]([S:23]([O-:26])(=[O:25])=[O:24])[CH:8]=[C:9]2[C:14]=1[C:13]([S:15]([O-:18])(=[O:17])=[O:16])=[CH:12][C:11]([S:19]([O-:22])(=[O:21])=[O:20])=[CH:10]2.Cl.[C:28](Cl)(Cl)=[S:29].C>O>[Na+:1].[Na+:1].[Na+:1].[N:4]([C:5]1[CH:6]=[C:7]([S:23]([O-:26])(=[O:25])=[O:24])[CH:8]=[C:9]2[C:14]=1[C:13]([S:15]([O-:18])(=[O:17])=[O:16])=[CH:12][C:11]([S:19]([O-:22])(=[O:20])=[O:21])=[CH:10]2)=[C:28]=[S:29] |f:0.1.2.3,8.9.10.11|. Procedure details: To a solution of 78.0 g of 8-amino-1,3,6-naphthalenetrisulfonic acid trisodium salt in 500 ml of water is added 17.0 ml of concentrated hydrochloric acid. The solution is cooled to room temperature and 29 g of thiophosgene is added with vigorous stirring. Stirring is continued for 2.5 hours at room temperature. The mixture is treated with activated charcoal, filtered through diatomaceous earth and evacuated by water pump to remove excess thiophosgene. The filtrate is neutralized with 5N sodium h... Reactants: O=C1C=CC(=O)O1, Nc1ccc(N)cc1, C1CCOC1. The product is Nc1ccc(N2C(=O)C=CC2=O)cc1. Reaction SMILES: [C:9]1(=[O:15])[CH:10]=[CH:11][C:12](=[O:13])[O:14]1.[NH2:1][c:2]1[cH:3][cH:4][c:5]([NH2:6])[cH:7][cH:8]1.[O:16]1[CH2:17][CH2:18][CH2:19][CH2:20]1>>[NH2:1][c:2]1[cH:3][cH:4][c:5]([N:6]2[C:9](=[O:14])[CH:10]=[CH:11][C:12]2=[O:13])[cH:7][cH:8]1. Starting materials: CI (methyl iodide), C(CC)SC=1C(=NSN1)C=1C=NC=CC1 (3-(4-propylthio-1,2,5-thiadiazol-3-yl) pyridine). The solvent is CC(=O)C (acetone). Conditions: time 18 hour. Product: [I-].C(CC)SC=1C(=NSN1)C=1C=[N+](C=CC1)C (3-(4-propylthio-1,2,5-thiadiazol-3-yl)-1-methylpyridinium iodide). RXN SMILES: [CH3:1][I:2].[CH2:3]([S:6][C:7]1[C:8]([C:12]2[CH:13]=[N:14][CH:15]=[CH:16][CH:17]=2)=[N:9][S:10][N:11]=1)[CH2:4][CH3:5]>CC(C)=O>[I-:2].[CH2:3]([S:6][C:7]1[C:8]([C:12]2[CH:13]=[N+:14]([CH3:1])[CH:15]=[CH:16][CH:17]=2)=[N:9][S:10][N:11]=1)[CH2:4][CH3:5] |f:3.4|. Reported procedure: A mixture of methyl iodide (0.5 ml, 8 mmol) and 3-(4-propylthio-1,2,5-thiadiazol-3-yl) pyridine (0.63 g, 2.6 mmol) in acetone (5 ml) was stirred at room temperature for 18 h and evaporated.